This data is from the Open Reaction Database (ORD), a public repository of structured organic reaction records. The task is: describe an organic reaction: reactants, conditions, products, and yield RXN SMILES: [C:32](=[O:33])([O-:34])[O-:35].[CH:17]([CH3:18])([CH3:19])[c:20]1[c:21]([B:29]([OH:30])[OH:31])[c:22]2[cH:23][n:24][nH:25][c:26]2[cH:27][cH:28]1.[Cl:1][c:2]1[n:3][c:4]([CH3:16])[c:5]([CH:14]=[O:15])[c:6]2[cH:7][c:8]([O:12][CH3:13])[cH:9][cH:10][c:11]12.[Na+:36].[Na+:37].[O:38]1[CH2:39][CH2:40][O:41][CH2:42][CH2:43]1.[cH:44]1[cH:45][cH:46][c:47]([P:48]([Pd:49]([P:50]([c:51]2[cH:52][cH:53][cH:54][cH:55][cH:56]2)([c:57]2[cH:58][cH:59][cH:60][cH:61][cH:62]2)[c:63]2[cH:64][cH:65][cH:66][cH:67][cH:68]2)([P:69]([c:70]2[cH:71][cH:72][cH:73][cH:74][cH:75]2)([c:76]2[cH:77][cH:78][cH:79][cH:80][cH:81]2)[c:82]2[cH:83][cH:84][cH:85][cH:86][cH:87]2)[P:88]([c:89]2[cH:90][cH:91][cH:92][cH:93][cH:94]2)([c:95]2[cH:96][cH:97][cH:98][cH:99][cH:100]2)[c:101]2[cH:102][cH:103][cH:104][cH:105][cH:106]2)([c:107]2[cH:108][cH:109][cH:110][cH:111][cH:112]2)[c:113]2[cH:114][cH:115][cH:116][cH:117][cH:118]2)[cH:119][cH:120]1>>[c:2]1(-[c:21]2[c:20]([CH:17]([CH3:18])[CH3:19])[cH:28][cH:27][c:26]3[c:22]2[cH:23][n:24][nH:25]3)[n:3][c:4]([CH3:16])[c:5]([CH:14]=[O:15])[c:6]2[cH:7][c:8]([O:12][CH3:13])[cH:9][cH:10][c:11]12. Reactants: O=C([O-])[O-], CC(C)c1ccc2[nH]ncc2c1B(O)O, COc1ccc2c(Cl)nc(C)c(C=O)c2c1, [Na+], [Na+], C1COCCO1, c1ccc(P(c2ccccc2)(c2ccccc2)[Pd](P(c2ccccc2)(c2ccccc2)c2ccccc2)(P(c2ccccc2)(c2ccccc2)c2ccccc2)P(c2ccccc2)(c2ccccc2)c2ccccc2)cc1. The product is COc1ccc2c(-c3c(C(C)C)ccc4[nH]ncc34)nc(C)c(C=O)c2c1.